This data is from the Open Reaction Database (ORD), a public repository of structured organic reaction records. The task is: describe an organic reaction: reactants, conditions, products, and yield Reactants: FC(C1=CC=C(C=C1)NN)(F)F (4-(trifluoromethyl)-phenylhydrazine), CC(C(CC#N)=O)(C)C (4,4-dimethyl-3-oxopentanenitrile). Product: title compound, C(C)(C)(C)C1=NN(C(=C1)N)C1=CC=C(C=C1)C(F)(F)F (3-tert-butyl-1-(4-(trifluoromethyl)phenyl)-1H-pyrazol-5-amine). Isolated yield 60.1%. RXN SMILES: [F:1][C:2]([F:12])([F:11])[C:3]1[CH:8]=[CH:7][C:6]([NH:9][NH2:10])=[CH:5][CH:4]=1.[CH3:13][C:14]([CH3:21])([CH3:20])[C:15](=O)[CH2:16][C:17]#[N:18]>>[C:14]([C:15]1[CH:16]=[C:17]([NH2:18])[N:9]([C:6]2[CH:5]=[CH:4][C:3]([C:2]([F:11])([F:12])[F:1])=[CH:8][CH:7]=2)[N:10]=1)([CH3:21])([CH3:20])[CH3:13]. Procedure: The title compound was prepared from 4-(trifluoromethyl)-phenylhydrazine (1.41 g, 8.0 mmol) and 4,4-dimethyl-3-oxopentanenitrile (1.0 g, 8.0 mmol) using the procedure in Example 161A Step 3 to give to give 3-tert-butyl-1-(4-(trifluoromethyl)phenyl)-1H-pyrazol-5-amine (1.36 g, 4.81 mmol, 60%). 1H NMR (300 MHz, DMSO-d6) δ 7.81 (d, 2H), 7.80 (d, 2H), 5.44 (s, 3H), 1.22 (s, 9H); LC-MS (ESI) m/z 284 (M+H)+.